Dataset: the Open Reaction Database (ORD), a public repository of structured organic reaction records. Task: describe an organic reaction: reactants, conditions, products, and yield Starting materials: COCCCCCCCCCCCC(=O)Cl, N, C1CCOC1. Yields the product COCCCCCCCCCCCC(N)=O. RXN SMILES: [CH3:1][O:2][CH2:3][CH2:4][CH2:5][CH2:6][CH2:7][CH2:8][CH2:9][CH2:10][CH2:11][CH2:12][CH2:13][C:14](=[O:15])[Cl:16].[NH3:17].[O:18]1[CH2:19][CH2:20][CH2:21][CH2:22]1>>[CH3:1][O:2][CH2:3][CH2:4][CH2:5][CH2:6][CH2:7][CH2:8][CH2:9][CH2:10][CH2:11][CH2:12][CH2:13][C:14](=[O:15])[NH2:17]. Reactants: C(CCCCCCCCCCCCCCC)O (1-hexadecanol), C(C)(=O)OCC(C(=O)OCC)=C (2-[(acetyloxy)methyl]-2-propenoic acid, ethyl ester), CN(C)C1=NC=CC=C1 (dimethylaminopyridine). Solvent: ClCCl (dichloromethane). Conditions: time 8 hour. Product: C(CCCCCCCCCCCCCCC)OCC(C(=O)OCC)=C ((Hexadecyloxylmethyl]-2-propenoic acid, ethyl ester). Yield: 39.3%. Reaction SMILES: [CH2:1]([OH:17])[CH2:2][CH2:3][CH2:4][CH2:5][CH2:6][CH2:7][CH2:8][CH2:9][CH2:10][CH2:11][CH2:12][CH2:13][CH2:14][CH2:15][CH3:16].C(O[CH2:22][C:23](=[CH2:29])[C:24]([O:26][CH2:27][CH3:28])=[O:25])(=O)C.CN(C1C=CC=CN=1)C>ClCCl>[CH2:1]([O:17][CH2:29][C:23](=[CH2:22])[C:24]([O:26][CH2:27][CH3:28])=[O:25])[CH2:2][CH2:3][CH2:4][CH2:5][CH2:6][CH2:7][CH2:8][CH2:9][CH2:10][CH2:11][CH2:12][CH2:13][CH2:14][CH2:15][CH3:16]. Reported procedure: To a mixture of 1.1 g of 1-hexadecanol and 400 mg of 2-[(acetyloxy)methyl]-2-propenoic acid, ethyl ester in 15 ml of dichloromethane is added 550 mg of dimethylaminopyridine. This mixture is stirred overnight, then the solvent is evaporated and the residue subjected to preparative tlc (25% ethyl acetate/petroleum ether), to give 324 mg of the desired compound. Yields the product ClC1=C(C=CC(=C1)OC1=NC=NC2=CC(=C(C=C12)OC)OC)NC(OC1CCCC1)=O (Cyclopentyl N-{2-chloro-4-[(6,7-dimethoxy-4-quinazolinyl)oxy]phenyl}carbamate). Reaction SMILES: [Cl:1][C:2]1[CH:8]=[C:7]([O:9][C:10]2[C:19]3[C:14](=[CH:15][C:16]([O:22][CH3:23])=[C:17]([O:20][CH3:21])[CH:18]=3)[N:13]=[CH:12][N:11]=2)[CH:6]=[CH:5][C:3]=1[NH2:4].Cl[C:25](Cl)([O:27][C:28](=[O:34])OC(Cl)(Cl)Cl)Cl.[CH:36]1(O)[CH2:40]C[CH2:38][CH2:37]1.C(=O)(O)[O-].[Na+]>C(Cl)Cl.C(N(CC)CC)C.C1(C)C=CC=CC=1>[Cl:1][C:2]1[CH:8]=[C:7]([O:9][C:10]2[C:19]3[C:14](=[CH:15][C:16]([O:22][CH3:23])=[C:17]([O:20][CH3:21])[CH:18]=3)[N:13]=[CH:12][N:11]=2)[CH:6]=[CH:5][C:3]=1[NH:4][C:28](=[O:34])[O:27][CH:25]1[CH2:38][CH2:37][CH2:36][CH2:40]1 |f:3.4|. Run in C(C)N(CC)CC (triethylamine), C1(=CC=CC=C1)C (toluene), C(Cl)Cl (methylene chloride). Starting materials: ClC1=C(N)C=CC(=C1)OC1=NC=NC2=CC(=C(C=C12)OC)OC (2-Chloro-4-[(6,7-dimethoxy-4-quinazolinyl)oxy]-aniline), C([O-])(O)=O.[Na+] (sodium bicarbonate), ClC(Cl)(OC(OC(Cl)(Cl)Cl)=O)Cl (triphosgene), C1(CCCC1)O (1-cyclopentanol). Procedure: 2-Chloro-4-[(6,7-dimethoxy-4-quinazolinyl)oxy]-aniline (50 mg) was added to toluene (5 ml), and triethylamine (0.5 ml), and the mixture was heated under reflux to prepare a solution. A solution of triphosgene (68 mg) in methylene chloride was then dded thereto, and the mixture was heated under reflux for 10 min. Next, 1-cyclopentanol (20 mg) was added thereto, and the mixture was further stirred with heating under reflux for 3 hr. A saturated aqueous sodium bicarbonate solution was added to stop... Yield: 92.7%. Starting materials: [N+](=O)([O-])C1=C(C=CC(=C1)NC(C)=O)OC (2-nitro-4-acetamidoanisole), C(C)O (ethanol), aqueous solution, N (ammonia), suspension, [H][H] (hydrogen). Reagents/catalysts: [Pd] (palladium on charcoal). Run in O (water), O (water). Reaction conditions: time 2 hour. Yields the product COC1=C(N)C=C(C=C1)NC(C)=O (2-Methoxy-5-acetamidoaniline). As a reaction SMILES: [N+:1]([C:4]1[CH:9]=[C:8]([NH:10][C:11](=[O:13])[CH3:12])[CH:7]=[CH:6][C:5]=1[O:14][CH3:15])([O-])=O.C(O)C.N.[H][H]>[Pd].O>[CH3:15][O:14][C:5]1[CH:6]=[CH:7][C:8]([NH:10][C:11](=[O:13])[CH3:12])=[CH:9][C:4]=1[NH2:1]. Reported procedure: 104 parts of 2-nitro-4-acetamidoanisole, 160 parts of ethanol, 12.5 parts of a 30% aqueous solution of ammonia and 1 part of a 50% suspension of palladium on charcoal, moist with water, in 2 parts of water are charged to an autoclave equipped with an aerating stirrer. The autoclave is pressurised with hydrogen and, at a pressure of 8 bar and a temperature of 100° C., hydrogenation is carried out for 2 hours. 2-Methoxy-5-acetamidoaniline is obtained in quantitative yield in a purity of >97% (anal... Reported procedure: The title compound was prepared using a procedure similar to that used in Step 4 of the synthesis of 3-[5-chloro-4-[(2,4-difluorobenzyl)oxy]-6-oxopyrimidin-1(6H)-yl]-N-[1-(aminocarbonyl)methyl]-4-methylbenzamide by substituting (R)-(−)-2-amino-1-propanol for glycineamide HCl. 1H NMR (CD3OD/400 MHz) δ8.32 (s, 1H), 7.92 (m, 1H), 7.77 (s, 1H), 7.61 (q, 1H, J=8.0 Hz), 7.52 (d, 1H, J=8.0 Hz), 7.02 (m, 2H), 5.60 (m, 2H), 4.16 (q, 1H, J=6.4 Hz), 3.56 (m, 2H), 2.20 (s, 3H), 1.22 (d, 3H, J=6.0 Hz). ESHRM... Reactants: ClC1=C(N=CN(C1=O)C=1C=C(C(=O)NCC(=O)N)C=CC1C)OCC1=C(C=C(C=C1)F)F (3-[5-chloro-4-[(2,4-difluorobenzyl)oxy]-6-oxopyrimidin-1(6H)-yl]-N-[1-(aminocarbonyl)methyl]-4-methylbenzamide), Cl.NCC(=O)N (glycineamide HCl). Reaction SMILES: [Cl:1][C:2]1[C:7](=[O:8])[N:6]([C:9]2[CH:10]=[C:11]([CH:19]=[CH:20][C:21]=2[CH3:22])[C:12]([NH:14][CH2:15][C:16](N)=[O:17])=[O:13])[CH:5]=[N:4][C:3]=1[O:23][CH2:24][C:25]1[CH:30]=[CH:29][C:28]([F:31])=[CH:27][C:26]=1[F:32].Cl.N[CH2:35]C(N)=O>>[Cl:1][C:2]1[C:7](=[O:8])[N:6]([C:9]2[CH:10]=[C:11]([CH:19]=[CH:20][C:21]=2[CH3:22])[C:12]([NH:14][C@H:15]([CH3:35])[CH2:16][OH:17])=[O:13])[CH:5]=[N:4][C:3]=1[O:23][CH2:24][C:25]1[CH:30]=[CH:29][C:28]([F:31])=[CH:27][C:26]=1[F:32] |f:1.2|. Product: ClC1=C(N=CN(C1=O)C=1C=C(C(=O)N[C@@H](CO)C)C=CC1C)OCC1=C(C=C(C=C1)F)F (3-[5-chloro-4-[(2,4-difluorobenzyl)oxy]-6-oxopyrimidin-1(6H)-yl]-N-[(1R)-2-hydroxy-1-methylethyl]-4-methylbenzamide). The reactants are COC(=O)c1cscc1C1=CCN(C(=O)OC(C)(C)C)CC1, CO, CCOC(C)=O. The product is COC(=O)c1cscc1C1CCN(C(=O)OC(C)(C)C)CC1. RXN SMILES: [C:1]([CH3:2])([CH3:3])([CH3:4])[O:5][C:6](=[O:7])[N:8]1[CH2:9][CH2:10][C:11]([c:14]2[cH:15][s:16][cH:17][c:18]2[C:19](=[O:20])[O:21][CH3:22])=[CH:12][CH2:13]1.[CH3:23][OH:24].[CH3:25][CH2:26][O:27][C:28]([CH3:29])=[O:30]>>[C:1]([CH3:2])([CH3:3])([CH3:4])[O:5][C:6](=[O:7])[N:8]1[CH2:9][CH2:10][CH:11]([c:14]2[cH:15][s:16][cH:17][c:18]2[C:19](=[O:20])[O:21][CH3:22])[CH2:12][CH2:13]1.